Dataset: the Open Reaction Database (ORD), a public repository of structured organic reaction records. Task: describe an organic reaction: reactants, conditions, products, and yield Starting materials: C12CNCCC2CN1C(=O)C1=C(C=CC=C1OC)OC ((3,8-diaza-bicyclo[4.2.0]oct-8-yl)-(2,6-dimethoxy-phenyl)-methanone), ClC=1OC2=C(N1)C=CC=C2 (2-chlorobenzoxazole), ClC1=NC2=CC=CC=C2N=C1 (2-chloro quinoxaline), C12CNCCC2CN1C(=O)C1=C(C=CC=C1OC)OC ((3,8-diaza-bicyclo[4.2.0]oct-8-yl)-(2,6-dimethoxy-phenyl)-methanone), C1(=C(C=CC=C1)C(=O)N1CC2CCNCC12)C1=CC=CC=C1 (biphenyl-2-yl-(3,8-diaza-bicyclo[4.2.0]oct-8-yl)methanone). Yields the product O1C(=NC2=C1C=CC=C2)N2CC1N(CC1CC2)C(=O)C2=C(C=CC=C2OC)OC ((3-Benzooxazol-2-yl-3,8-diaza-bicyclo[4.2.0]oct-8-yl)-(2,6-dimethoxy-phenyl)-methanone). RXN SMILES: [CH:1]12[N:8]([C:9]([C:11]3[C:16]([O:17][CH3:18])=[CH:15][CH:14]=[CH:13][C:12]=3[O:19][CH3:20])=[O:10])[CH2:7][CH:6]1[CH2:5][CH2:4][NH:3][CH2:2]2.C1(C2C=CC=CC=2)C=CC=CC=1C(N1C2C(CCNC2)C1)=O.Cl[C:44]1[O:45][C:46]2[CH:52]=[CH:51][CH:50]=[CH:49][C:47]=2[N:48]=1.ClC1C=NC2C(=CC=CC=2)N=1>>[O:45]1[C:46]2[CH:52]=[CH:51][CH:50]=[CH:49][C:47]=2[N:48]=[C:44]1[N:3]1[CH2:4][CH2:5][CH:6]2[CH:1]([N:8]([C:9]([C:11]3[C:12]([O:19][CH3:20])=[CH:13][CH:14]=[CH:15][C:16]=3[O:17][CH3:18])=[O:10])[CH2:7]2)[CH2:2]1. Reported procedure: The title compound was prepared in a manner analogous to Example 1, substituting the trifluoro acetic acid salt of (3,8-diaza-bicyclo[4.2.0]oct-8-yl)-(2,6-dimethoxy-phenyl)-methanone (Intermediate 4) for biphenyl-2-yl-(3,8-diaza-bicyclo[4.2.0]oct-8-yl)methanone and 2-chlorobenzoxazole for 2-chloro quinoxaline. MS (ESI) mass calcd. for C22H23N3O3, 393.45; m/z found, 394.0 [M+H]+. 1H NMR (CDCl3): 7.54-7.26 (m, 3H), 7.24-7.10 (m, 2H), 7.08-7.02 (m, 0.6H), 6.80-6.73 (m, 0.4H), 6.33-6.22 (m, 1H), 4.7... Starting materials: O (water), C(C)(=O)OCC (ethyl acetate), OC[C@H]1N(CC=C(C1)C=1N=C(SC1)SCC1=CC=C(C=C1)OC)C(=O)OCC=C (allyl (2S)-2-(hydroxymethyl)-4-{2-[(4-methoxybenzyl)sulfanyl]-1,3-thiazol-4-yl}-3,6-dihydro-1(2 H)-pyridinecarboxylate), ClS(=O)(=O)N=C=O (chlorosulfonylisocyanate), ClS(=O)(=O)N=C=O (chlorosulfonylisocyanate). Solvent: C(Cl)(Cl)Cl (chloroform). Run at time 10 minute. The product is NC(=O)OC[C@H]1N(CC=C(C1)C=1N=C(SC1)SCC1=CC=C(C=C1)OC)C(=O)OCC=C (allyl (2S)-2-{[(aminocarbonyl)oxy]methyl}-4-{2-[(4-methoxybenzyl)sulfanyl]-1,3-thiazol-4-yl}-3,6-dihydro-1(2 H)-pyridinecarboxylate). Yield: 92.1%. As a reaction SMILES: [OH:1][CH2:2][C@@H:3]1[CH2:8][C:7]([C:9]2[N:10]=[C:11]([S:14][CH2:15][C:16]3[CH:21]=[CH:20][C:19]([O:22][CH3:23])=[CH:18][CH:17]=3)[S:12][CH:13]=2)=[CH:6][CH2:5][N:4]1[C:24]([O:26][CH2:27][CH:28]=[CH2:29])=[O:25].ClS([N:34]=[C:35]=[O:36])(=O)=O.O.C(OCC)(=O)C>C(Cl)(Cl)Cl>[NH2:34][C:35]([O:1][CH2:2][C@@H:3]1[CH2:8][C:7]([C:9]2[N:10]=[C:11]([S:14][CH2:15][C:16]3[CH:17]=[CH:18][C:19]([O:22][CH3:23])=[CH:20][CH:21]=3)[S:12][CH:13]=2)=[CH:6][CH2:5][N:4]1[C:24]([O:26][CH2:27][CH:28]=[CH2:29])=[O:25])=[O:36]. Procedure: To a solution of allyl (2S)-2-(hydroxymethyl)-4-{2-[(4-methoxybenzyl)sulfanyl]-1,3-thiazol-4-yl}-3,6-dihydro-1(2 H)-pyridinecarboxylate (75 mg, 0.17 mmol) in chloroform (1 ml) was added at 0–5° C. chlorosulfonylisocyanate (17 ml, 0.20 mmol). Three hours later, chlorosulfonylisocyanate (10 ml, 0.11 mmol) was further added thereto. Three hours later, to the mixture was added water and the mixture was stirred for 10 minutes. To the solution was added ethyl acetate and the solution was separated wit...